This data is from the Open Reaction Database (ORD), a public repository of structured organic reaction records. The task is: describe an organic reaction: reactants, conditions, products, and yield The reactants are CN(C)CCNC(=C1Sc2ccccc2C1=O)c1ccccc1, CC(=O)O. Yields the product CN(C)CCNC(=C1C(=O)c2ccccc2S1=O)c1ccccc1. RXN SMILES: [CH3:1][N:2]([CH2:3][CH2:4][NH:5][C:6](=[C:7]1[C:8](=[O:16])[c:9]2[c:10]([cH:12][cH:13][cH:14][cH:15]2)[S:11]1)[c:17]1[cH:18][cH:19][cH:20][cH:21][cH:22]1)[CH3:23].[CH3:24][C:25]([OH:26])=[O:27]>>[CH3:1][N:2]([CH2:3][CH2:4][NH:5][C:6](=[C:7]1[C:8](=[O:16])[c:9]2[c:10]([cH:12][cH:13][cH:14][cH:15]2)[S:11]1=[O:26])[c:17]1[cH:18][cH:19][cH:20][cH:21][cH:22]1)[CH3:23]. The reactants are C(C)(=O)O (acetic acid), C(C)(=O)O[C@@H]1[C@]2(C)[C@@H](CC1)[C@@H]1[C@@H](C=C3CC(CC[C@]3(C)[C@H]1CC2)=O)C (7α-methylandrost-5-en-3-on-17β-ol 17 acetate), [BH4-].[Na+] (sodium borohydride). Solvent: O1CCCC1 (tetrahydrofuran), C(C)O (ethanol). Run at temperature -3 celsius. Yields the product C(C)(=O)O[C@@H]1[C@]2(C)[C@@H](CC1)[C@@H]1[C@@H](C=C3C[C@H](CC[C@]3(C)[C@H]1CC2)O)C (7α-methylandrost-5-ene-3β,17β-diol 17 acetate). As a reaction SMILES: [C:1]([O:4][C@H:5]1[CH2:10][CH2:9][C@H:8]2[C@H:11]3[C@H:21]([CH2:22][CH2:23][C@:6]12[CH3:7])[C@:19]1([CH3:20])[C:14]([CH2:15][C:16](=[O:24])[CH2:17][CH2:18]1)=[CH:13][C@H:12]3[CH3:25])(=[O:3])[CH3:2].[BH4-].[Na+].C(O)(=O)C>O1CCCC1.C(O)C>[C:1]([O:4][C@H:5]1[CH2:10][CH2:9][C@H:8]2[C@H:11]3[C@H:21]([CH2:22][CH2:23][C@:6]12[CH3:7])[C@:19]1([CH3:20])[C:14]([CH2:15][C@@H:16]([OH:24])[CH2:17][CH2:18]1)=[CH:13][C@H:12]3[CH3:25])(=[O:3])[CH3:2] |f:1.2|. Reported procedure: Add slowly a solution of 7α-methylandrost-5-en-3-on-17β-ol 17 acetate (L74a, 6.3 g, 18.9 mmol) in tetrahydrofuran (50 mL) to a solution of sodium borohydride (0.72 g, 18.9 mmol) in 95% ethanol (200 mL) cooled to −3° C. in a salt/ice bath with stirring. Stir at this temperature for 3 hours and decompose the excess reagent by cautious addition of acetic acid (10 mL). Remove the solvents and purify the resulting crude product by flash chromatography to give 7α-methylandrost-5-ene-3β,17β-diol 17 ace... Reactants: ClC1=C(C(=NC2=CC(=CC(=C12)F)F)N1C(CCCC1)=O)CC (1-(4-chloro-3-ethyl-5,7-difluoroquinolin-2-yl)piperidin-2-one), O1CCN(CC1)C=1C=C(C=NC1)N (5-morpholinopyridin-3-amine). The solvent is C1(=CC=CC=C1)C (toluene). Product: C(C)C=1C(=NC2=CC(=CC(=C2C1NC=1C=NC=C(C1)N1CCOCC1)F)F)N1C(CCCC1)=O (1-(3-ethyl-5,7-difluoro-4-((5-(4-morpholinyl)-3-pyridinyl)amino)-2-quinolinyl)-2-piperidinone). Reaction SMILES: Cl[C:2]1[C:11]2[C:6](=[CH:7][C:8]([F:13])=[CH:9][C:10]=2[F:12])[N:5]=[C:4]([N:14]2[CH2:19][CH2:18][CH2:17][CH2:16][C:15]2=[O:20])[C:3]=1[CH2:21][CH3:22].[O:23]1[CH2:28][CH2:27][N:26]([C:29]2[CH:30]=[C:31]([NH2:35])[CH:32]=[N:33][CH:34]=2)[CH2:25][CH2:24]1>C1(C)C=CC=CC=1>[CH2:21]([C:3]1[C:4]([N:14]2[CH2:19][CH2:18][CH2:17][CH2:16][C:15]2=[O:20])=[N:5][C:6]2[C:11]([C:2]=1[NH:35][C:31]1[CH:32]=[N:33][CH:34]=[C:29]([N:26]3[CH2:27][CH2:28][O:23][CH2:24][CH2:25]3)[CH:30]=1)=[C:10]([F:12])[CH:9]=[C:8]([F:13])[CH:7]=2)[CH3:22]. Procedure details: Prepared according to Procedure H using 1-(4-chloro-3-ethyl-5,7-difluoroquinolin-2-yl)piperidin-2-one (40.0 mg, 0.120 mmol) and 5-morpholinopyridin-3-amine in toluene to give 1-(3-ethyl-5,7-difluoro-4-((5-(4-morpholinyl)-3-pyridinyl)amino)-2-quinolinyl)-2-piperidinone. 1H NMR (400 MHz, chloroform-d) δ ppm 7.84 (2H, dd, J=7.2, 2.3 Hz), 7.46 (1H, ddd, J=9.6, 2.5, 1.4 Hz), 7.08 (1H, d, J=11.7 Hz), 6.97 (1H, ddd, J=13.5, 8.6, 2.5 Hz), 6.65 (1H, t, J=2.3 Hz), 4.24-4.39 (1H, m), 3.80 (4H, t, J=4.8 Hz)... The reactants are [OH-].[Na+] (sodium hydroxide), C(C)(=O)N1CCOC2=C1C=C(C=C2C(C)(C)C)C(C)=O (1-[4-acetyl-8-(tert-butyl)-3,4-dihydro-2H-1,4-benzoxazin-6-yl]-1-ethanone). Run in CO (methanol). Run at temperature 70 celsius, time 40 minute. Yields the product C(C)(C)(C)C1=CC(=CC=2NCCOC21)C(C)=O (1-[8-(tert-Butyl)-3,4-dihydro-2H-1,4-benzoxazin-6-yl]-1-ethanone). The yield is 97.9%. RXN SMILES: [OH-].[Na+].C([N:6]1[C:11]2[CH:12]=[C:13]([C:20](=[O:22])[CH3:21])[CH:14]=[C:15]([C:16]([CH3:19])([CH3:18])[CH3:17])[C:10]=2[O:9][CH2:8][CH2:7]1)(=O)C>CO>[C:16]([C:15]1[C:10]2[O:9][CH2:8][CH2:7][NH:6][C:11]=2[CH:12]=[C:13]([C:20](=[O:22])[CH3:21])[CH:14]=1)([CH3:19])([CH3:17])[CH3:18] |f:0.1|. Reported procedure: After adding 6 N aqueous sodium hydroxide (180 ml, 900 mmol) to a solution of the 1-[4-acetyl-8-(tert-butyl)-3,4-dihydro-2H-1,4-benzoxazin-6-yl]-1-ethanone (36.8 g, 134 mmol) in methanol (360 ml) under a nitrogen atmosphere, the mixture was stirred at 70° C. for 40 minutes. The methanol was distilled off under reduced pressure, and the precipitated crystals were filtered out and dried under reduced pressure to yield the title compound (30.6 g, 98.1% yield) as bright golden yellow crystals.